This data is from the Open Reaction Database (ORD), a public repository of structured organic reaction records. The task is: describe an organic reaction: reactants, conditions, products, and yield Reactants: C1(=CC=CS1)C(=O)NNC(=S)NC (1-(2-Thenoyl)-4-methylthiosemicarbazide), C(=O)(O)[O-].[Na+] (NaHCO3), Cl (HCl). Product: CN1C(NN=C1C=1SC=CC1)=S (2,4-Dihydro-4-methyl-5-(2-thienyl)-3H-1,2,4-triazole-3-thione). Reaction SMILES: [C:1]1([C:6]([NH:8][NH:9][C:10]([NH:12][CH3:13])=[S:11])=O)[S:5][CH:4]=[CH:3][CH:2]=1.C([O-])(O)=O.[Na+].Cl>>[CH3:13][N:12]1[C:6]([C:1]2[S:5][CH:4]=[CH:3][CH:2]=2)=[N:8][NH:9][C:10]1=[S:11] |f:1.2|. Procedure details: 1-(2-Thenoyl)-4-methylthiosemicarbazide (7.1 g, 3.3×10-1 mole) and 1 molar aqueous NaHCO3 (330 ml, 3.30×10-1 mole) were stirred and heated to reflux. After refluxing about 14 hours the reaction was filtered while hot and the filtrate was then cooled in an ice bath. Acidification by the dropwise addition of concentrated HCl (28 ml, 3.4×10-1 mole) gave a colorless precipitate which was collected by filtration, washed with a little cold H2O, and dried by suction. Crystallization from isopropanol ga... Reactants: CC(=O)NC(C)c1ccc(Br)cc1, CC(C)(C)[Si](C)(C)OC1CNC1, CC(C)(C)P(c1ccccc1-c1ccccc1)C(C)(C)C, C1COCCO1, CO, CC(C)(C)[O-], O=C(C=Cc1ccccc1)C=Cc1ccccc1, O=C(C=Cc1ccccc1)C=Cc1ccccc1, O=C(C=Cc1ccccc1)C=Cc1ccccc1, [Na+], O, [Pd], [Pd]. Yields the product CC(=O)NC(C)c1ccc(N2CC(O[Si](C)(C)C(C)(C)C)C2)cc1. RXN SMILES: [Br:1][c:2]1[cH:3][cH:4][c:5]([CH:8]([CH3:9])[NH:10][C:11]([CH3:12])=[O:13])[cH:6][cH:7]1.[C:14]([CH3:15])([CH3:16])([CH3:17])[Si:18]([O:19][CH:20]1[CH2:21][NH:22][CH2:23]1)([CH3:24])[CH3:25].[C:32]([P:33]([C:34]([CH3:35])([CH3:36])[CH3:37])[c:38]1[cH:39][cH:40][cH:41][cH:42][c:43]1-[c:44]1[cH:45][cH:46][cH:47][cH:48][cH:49]1)([CH3:50])([CH3:51])[CH3:52].[CH2:53]1[O:54][CH2:55][CH2:56][O:57][CH2:58]1.[CH3:115][OH:116].[CH3:26][C:27]([CH3:28])([O-:29])[CH3:30].[CH:61](=[CH:62][C:63]([CH:64]=[CH:65][c:66]1[cH:67][cH:68][cH:69][cH:70][cH:71]1)=[O:72])[c:73]1[cH:74][cH:75][cH:76][cH:77][cH:78]1.[CH:79](=[CH:80][C:81]([CH:82]=[CH:83][c:84]1[cH:85][cH:86][cH:87][cH:88][cH:89]1)=[O:90])[c:91]1[cH:92][cH:93][cH:94][cH:95][cH:96]1.[CH:97](=[CH:98][C:99]([CH:100]=[CH:101][c:102]1[cH:103][cH:104][cH:105][cH:106][cH:107]1)=[O:108])[c:109]1[cH:110][cH:111][cH:112][cH:113][cH:114]1.[Na+:31].[OH2:117].[Pd:59].[Pd:60]>>[c:2]1([N:22]2[CH2:21][CH:20]([O:19][Si:18]([C:14]([CH3:15])([CH3:16])[CH3:17])([CH3:24])[CH3:25])[CH2:23]2)[cH:3][cH:4][c:5]([CH:8]([CH3:9])[NH:10][C:11]([CH3:12])=[O:13])[cH:6][cH:7]1. Starting materials: Cl (hydrochloric acid), COC=1C=C2C(=CNC2=C(C1)C)C=1CCN(CC1)C (5-methoxy-7-methyl-3-(1-methyl-1,2,3,6-tetrahydropyridin-4-yl)-1H-indole), [BH4-].[Na+] (sodium borohydride), FC(C(=O)O)(F)F (Trifluoroacetic acid), [OH-].[Na+] (sodium hydroxide). Run in C(C)(=O)OCC (ethyl acetate), O1CCCC1 (tetrahydrofuran). Run at time 1.5 hour. Yields the product COC=1C=C2C(=CNC2=C(C1)C)C1CCN(CC1)C (5-Methoxy-7-methyl-3-(1-methylpiperidin-4-yl)-1H-indole). Yield: 73.3%. RXN SMILES: [CH3:1][O:2][C:3]1[CH:4]=[C:5]2[C:9](=[C:10]([CH3:12])[CH:11]=1)[NH:8][CH:7]=[C:6]2[C:13]1[CH2:14][CH2:15][N:16]([CH3:19])[CH2:17][CH:18]=1.[BH4-].[Na+].FC(F)(F)C(O)=O.Cl.[OH-].[Na+]>O1CCCC1.C(OCC)(=O)C>[CH3:1][O:2][C:3]1[CH:4]=[C:5]2[C:9](=[C:10]([CH3:12])[CH:11]=1)[NH:8][CH:7]=[C:6]2[CH:13]1[CH2:18][CH2:17][N:16]([CH3:19])[CH2:15][CH2:14]1 |f:1.2,5.6|. Procedure: To a suspension of 5-methoxy-7-methyl-3-(1-methyl-1,2,3,6-tetrahydropyridin-4-yl)-1H-indole (0.1 mole, 24.71 g) in tetrahydrofuran (295 mL) at room temperature was added sodium borohydride (0.2 mole, 7.29 g). Trifluoroacetic acid (0.3 mole, 32.97 g) was added over a 15 minute period. The reaction was stirred at room temperature for 1.5 hours. To the heavy suspension was added 5N hydrochloric acid (200 mL). The resulting solution was stirred at room temperature for 1.5 hours. To the reaction was ... Product: COC([C@H](NCC1=CC=CC=C1)C)=O (N-benzyl D-alanine methyl ester). RXN SMILES: [CH3:1][O:2][C:3](=[O:7])[C@@H:4]([CH3:6])[NH2:5].C([O-])(=O)C.[Na+].[CH:13](=O)[C:14]1[CH:19]=[CH:18][CH:17]=[CH:16][CH:15]=1.C([BH3-])#N.[Na+]>CO>[CH3:1][O:2][C:3](=[O:7])[C@@H:4]([CH3:6])[NH:5][CH2:13][C:14]1[CH:19]=[CH:18][CH:17]=[CH:16][CH:15]=1 |f:1.2,4.5|. Procedure: D-Alanine methyl ester (4 g, 28.66 mmol) is taken up in methanol (100 mL). To this is added sodium acetate (5.88 g, 71.65 mmol) and benzaldehyde (2.9 mL, 28.66 mmol). The mixture is stirred for 15 minutes and then a solution of sodium cyanoborohydride (1.08 g, 17.2 mmol) in methanol (5 mL) is added dropwise to the mixture. After stirring for 2 hours methanol is evaporated under reduced pressure and the product is extracted into ether and washed with water (2×). The crude product is purified by s... Yield: 59.6%. Reactants: C(#N)[BH3-].[Na+] (sodium cyanoborohydride), COC([C@H](N)C)=O (D-Alanine methyl ester), C(C)(=O)[O-].[Na+] (sodium acetate), C(C1=CC=CC=C1)=O (benzaldehyde). Solvent: CO (methanol), CO (methanol), CO (methanol). Run at time 15 minute.